Dataset: the Open Reaction Database (ORD), a public repository of structured organic reaction records. Task: describe an organic reaction: reactants, conditions, products, and yield Reactants: BrC1=CC(=C(OC=2C=C3C=NN(C3=CC2F)C2OCCCC2)C=C1)F (5-(4-bromo-2-fluorophenoxy)-6-fluoro-1-(tetrahydro-2H-pyran-2-yl)-1H-indazole), C(C1=CC=CC=C1)(C1=CC=CC=C1)=N (benzophenone imine), C1(=CC=CC=C1)P(C1=CC=CC=2C(C3=CC=CC(=C3OC12)P(C1=CC=CC=C1)C1=CC=CC=C1)(C)C)C1=CC=CC=C1 (4,5-bis(diphenylphosphino)-9,9-dimethylxanthene), C(=O)([O-])[O-].[Cs+].[Cs+] (Cs2CO3). The reagents and catalysts are C=1C=CC(=CC1)/C=C/C(=O)/C=C/C2=CC=CC=C2.C=1C=CC(=CC1)/C=C/C(=O)/C=C/C2=CC=CC=C2.C=1C=CC(=CC1)/C=C/C(=O)/C=C/C2=CC=CC=C2.[Pd].[Pd] (Pd2(dba)3). Solvent: O1CCOCC1 (1,4-dioxane). Conditions: temperature 100 celsius, time 8 hour. Product: C1(=CC=CC=C1)C(=NC1=CC(=C(C=C1)OC=1C=C2C=NN(C2=CC1F)C1OCCCC1)F)C1=CC=CC=C1 (N-(Diphenylmethylene)-3-fluoro-4-(6-fluoro-1-(tetrahydro-2H-pyran-2-yl)-1H-indazol-5-yloxy)aniline). Reaction SMILES: Br[C:2]1[CH:24]=[CH:23][C:5]([O:6][C:7]2[CH:8]=[C:9]3[C:13](=[CH:14][C:15]=2[F:16])[N:12]([CH:17]2[CH2:22][CH2:21][CH2:20][CH2:19][O:18]2)[N:11]=[CH:10]3)=[C:4]([F:25])[CH:3]=1.[C:26](=[NH:39])([C:33]1[CH:38]=[CH:37][CH:36]=[CH:35][CH:34]=1)[C:27]1[CH:32]=[CH:31][CH:30]=[CH:29][CH:28]=1.C1(P(C2C=CC=CC=2)C2C3OC4C(=CC=CC=4P(C4C=CC=CC=4)C4C=CC=CC=4)C(C)(C)C=3C=CC=2)C=CC=CC=1.C([O-])([O-])=O.[Cs+].[Cs+]>O1CCOCC1.C1C=CC(/C=C/C(/C=C/C2C=CC=CC=2)=O)=CC=1.C1C=CC(/C=C/C(/C=C/C2C=CC=CC=2)=O)=CC=1.C1C=CC(/C=C/C(/C=C/C2C=CC=CC=2)=O)=CC=1.[Pd].[Pd]>[C:33]1([C:26]([C:27]2[CH:28]=[CH:29][CH:30]=[CH:31][CH:32]=2)=[N:39][C:2]2[CH:24]=[CH:23][C:5]([O:6][C:7]3[CH:8]=[C:9]4[C:13](=[CH:14][C:15]=3[F:16])[N:12]([CH:17]3[CH2:22][CH2:21][CH2:20][CH2:19][O:18]3)[N:11]=[CH:10]4)=[C:4]([F:25])[CH:3]=2)[CH:34]=[CH:35][CH:36]=[CH:37][CH:38]=1 |f:3.4.5,7.8.9.10.11|. Procedure details: The mixture of 5-(4-bromo-2-fluorophenoxy)-6-fluoro-1-(tetrahydro-2H-pyran-2-yl)-1H-indazole (0.97 g, 2.37 mmol), benzophenone imine (0.64 g, 3.56 mmol), 4,5-bis(diphenylphosphino)-9,9-dimethylxanthene (0.10 g, 0.075 mol), Cs2CO3 (1.16 g, 3.56 mmol), Pd2(dba)3 (0.11 g, 0.12 mmol) in 1,4-dioxane (20 mL) is purged with nitrogen, heated to 100° C. and stirred overnight. The reaction mixture is cooled to RT, extracted with EtOAc, washed with saturated aqueous sodium chloride, dried over Na2SO4, filt... The reagents and catalysts are Cl[Cu] (CuCl). Product: CC1=C(C=C(C(=C1C1=CC=CC=C1)O)C1=CC=CC=C1)C1=C(C(=C(C(=C1)C1=CC=CC=C1)O)C1=CC=CC=C1)C (2,2'-dimethyl-3,3',5,5'-tetraphenyl-[1,1'-biphenyl]-4,4'-diol). Procedure: To a 250 mL three necked round bottom flask, equipped with a condenser and magnetic stirrer was added 100 g (0.48 mol) of diphenylacetone and 33.3 g (0.48 mol) of acrolein, 50 mL of diethylamine and 10 mL of triethylamine. After reacting for 3 hours at room temperature methanol was added to the reaction mixture and the product crystallized to yield 101 g (85%) of 3-methyl-2,6-diphenyl-2-cyclohexanone, m.p.: 99°-101° C. Dehydrogenation of 80 g (0.32 mol) of this product in the presence of 4 g of ... The reactants are C1(=CC=CC=C1)C1=C(C(=CC=C1C)C1=CC=CC=C1)O (2,6-diphenyl-3-methylphenol), O=O (oxygen). The solvent is C(CCC)#N (butyronitrile). Reaction SMILES: [C:1]1([C:7]2[C:12]([CH3:13])=[CH:11][CH:10]=[C:9]([C:14]3[CH:19]=[CH:18][CH:17]=[CH:16][CH:15]=3)[C:8]=2[OH:20])[CH:6]=[CH:5][CH:4]=[CH:3][CH:2]=1.O=O>Cl[Cu].C(#N)CCC>[CH3:13][C:12]1[C:7]([C:1]2[CH:6]=[CH:5][CH:4]=[CH:3][CH:2]=2)=[C:8]([OH:20])[C:9]([C:14]2[CH:19]=[CH:18][CH:17]=[CH:16][CH:15]=2)=[CH:10][C:11]=1[C:11]1[CH:10]=[C:9]([C:14]2[CH:19]=[CH:18][CH:17]=[CH:16][CH:15]=2)[C:8]([OH:20])=[C:7]([C:1]2[CH:2]=[CH:3][CH:4]=[CH:5][CH:6]=2)[C:12]=1[CH3:13]. Run at temperature 100 celsius. Starting materials: BrC=1C(N(C=CC1)C=1C=C2C=NN(C2=CC1)C)=O (3-bromo-1-(1-methyl-1H-indazol-5-yl)pyridin-2(1H)-one), COB(OC)OC (trimethylborate), [Li]CCCC (n-BuLi). Run in C1CCOC1 (THF). Product: CN1N=CC2=CC(=CC=C12)N1C(C(=CC=C1)B(O)O)=O (1-(1-methyl-1H-indazol-5-yl)-2-oxo-1,2-dihydropyridin-3-ylboronic acid). RXN SMILES: Br[C:2]1[C:3](=[O:18])[N:4]([C:8]2[CH:9]=[C:10]3[C:14](=[CH:15][CH:16]=2)[N:13]([CH3:17])[N:12]=[CH:11]3)[CH:5]=[CH:6][CH:7]=1.C[O:20][B:21](OC)[O:22]C.[Li]CCCC>C1COCC1>[CH3:17][N:13]1[C:14]2[C:10](=[CH:9][C:8]([N:4]3[CH:5]=[CH:6][CH:7]=[C:2]([B:21]([OH:22])[OH:20])[C:3]3=[O:18])=[CH:16][CH:15]=2)[CH:11]=[N:12]1. Reported procedure: To a stirred and cooled (−78° C.) solution of 3-bromo-1-(1-methyl-1H-indazol-5-yl)pyridin-2(1H)-one (87 mg, 0.287 mmol) and trimethylborate (137 μL, 1.234 mmol) in anhydrous THF (5.0 mL) was added n-BuLi (2.5 M in hexane, 0.71 mL) for 10 min. Quenched the reaction by water and then purified by reverse phase HPLC, eluting by 0-100% acetonitrile in H2O with 0.1% TFA to give the desired product. LCMS-ESI+ (m/z): [M+H]+ calcd for C13H13BN3O3: 270.1; found: 270.2. Starting materials: COC1OC(CC1)OC (tetrahydro-2,5-dimethoxyfuran), Cl.Cl.N[C@@H]1CC[C@H](CC1)C(=O)NC1=C(OC2=C1C=CC=C2)C(=O)NC2=NC=C(C=C2)Cl (Trans-3-(4-aminocyclohexylcarbonylamino)-N-(5-chloropyridin-2-yl)benzofuran-2-carboxamide dihydrochloride), COC1OC(CC1)OC (tetrahydro-2,5-dimethoxyfuran), C(C)(=O)[O-].[Na+] (sodium acetate), ice water. Solvent: C(C)(=O)O (acetic acid). Run at temperature 80 celsius, time 2 hour. Product: N1(C=CC=C1)[C@@H]1CC[C@H](CC1)C(=O)NC1=C(OC2=C1C=CC=C2)C(=O)NC2=NC=C(C=C2)Cl (Trans-3-[4-(pyrrol-1-yl)cyclohexylcarbonylamino]-N-(5-chloropyridin-2-yl)benzofuran-2-carboxamide). As a reaction SMILES: Cl.Cl.[NH2:3][C@H:4]1[CH2:9][CH2:8][C@H:7]([C:10]([NH:12][C:13]2[C:17]3[CH:18]=[CH:19][CH:20]=[CH:21][C:16]=3[O:15][C:14]=2[C:22]([NH:24][C:25]2[CH:30]=[CH:29][C:28]([Cl:31])=[CH:27][N:26]=2)=[O:23])=[O:11])[CH2:6][CH2:5]1.CO[CH:34]1[CH2:38][CH2:37][CH:36](OC)O1.C([O-])(=O)C.[Na+]>C(O)(=O)C>[N:3]1([C@H:4]2[CH2:9][CH2:8][C@H:7]([C:10]([NH:12][C:13]3[C:17]4[CH:18]=[CH:19][CH:20]=[CH:21][C:16]=4[O:15][C:14]=3[C:22]([NH:24][C:25]3[CH:30]=[CH:29][C:28]([Cl:31])=[CH:27][N:26]=3)=[O:23])=[O:11])[CH2:6][CH2:5]2)[CH:34]=[CH:38][CH:37]=[CH:36]1 |f:0.1.2,4.5|. Procedure details: Trans-3-(4-aminocyclohexylcarbonylamino)-N-(5-chloropyridin-2-yl)benzofuran-2-carboxamide dihydrochloride (200 mg) obtained in Example 219, tetrahydro-2,5-dimethoxyfuran (53 μl), sodium acetate (68 mg) are stirred at 80° C. for 2 hours in acetic acid (3 ml). To the mixture is added tetrahydro-2,5-dimethoxyfuran (26 μl), and the mixture is further stirred at 80° C. for 2 hours. After cooling, the reaction solution is poured into ice-water, and the mixture is extracted with chloroform. The organic...